Dataset: the Open Reaction Database (ORD), a public repository of structured organic reaction records. Task: describe an organic reaction: reactants, conditions, products, and yield The reactants are C=1C=CC2=C(C1)N=NN2O.O (HOBt H2O), ClC=1C=C2C(C(NC2=CC1)=O)(C1=C(C=CC=C1)OC)CC(=O)O ([5-chloro-3-(2-methoxyphenyl)-2-oxo-2,3-dihydro-1H-indol-3-yl]acetic acid), N1(CCNCC1)C1=NC=CC=N1 (2-piperazin-1-yl pyrimidine), C(=O)([O-])[O-].[K+].[K+] (K2CO3), C(CCl)Cl.Cl (EDC HCl). Run in CN(C)C=O (DMF), CCOC(=O)C (EtOAc), O (water). Reaction conditions: time 30 minute. Product: ClC=1C=C2C(C(NC2=CC1)=O)(CC(N1CCN(CC1)C1=NC=CC=N1)=O)C1=C(C=CC=C1)OC (5-chloro-3-(2-methoxyphenyl)-3-[2-oxo-2-(4-pyrimidin-2-ylpiperazin-1-yl)ethyl]-1,3-dihydro-2H-indol-2-one). Isolated yield 94.6%. RXN SMILES: [Cl:1][C:2]1[CH:3]=[C:4]2[C:8](=[CH:9][CH:10]=1)[NH:7][C:6](=[O:11])[C:5]2([CH2:20][C:21]([OH:23])=O)[C:12]1[CH:17]=[CH:16][CH:15]=[CH:14][C:13]=1[O:18][CH3:19].C1C=CC2N(O)N=NC=2C=1.O.C(Cl)CCl.Cl.[N:40]1([C:46]2[N:51]=[CH:50][CH:49]=[CH:48][N:47]=2)[CH2:45][CH2:44][NH:43][CH2:42][CH2:41]1.C([O-])([O-])=O.[K+].[K+]>CN(C=O)C.O.CCOC(C)=O>[Cl:1][C:2]1[CH:3]=[C:4]2[C:8](=[CH:9][CH:10]=1)[NH:7][C:6](=[O:11])[C:5]2([C:12]1[CH:17]=[CH:16][CH:15]=[CH:14][C:13]=1[O:18][CH3:19])[CH2:20][C:21](=[O:23])[N:43]1[CH2:44][CH2:45][N:40]([C:46]2[N:47]=[CH:48][CH:49]=[CH:50][N:51]=2)[CH2:41][CH2:42]1 |f:1.2,3.4,6.7.8|. Procedure: To a solution of 800 mg of [5-chloro-3-(2-methoxyphenyl)-2-oxo-2,3-dihydro-1H-indol-3-yl]acetic acid, which is the compound described in Preparation 1.1 of the brochure WO03/008407 and 488 mg of HOBt/H2O in DMF (8 ml) was added 554 mg of EDC/HCl under ice cooling, then, the reaction mixture was warmed to room temperature and stirred at room temperature for 30 minutes. The solution was cooled with ice again, 433 mg of 2-piperazin-1-yl pyrimidine was added to the reaction solution, and after warmi... Reactants: [OH-].[K+] (potassium hydroxide), CO (methanol), S1C(=CC=C1)C=O (thiophenealdehyde), C(Cl)(Cl)Cl (chloroform), C1(=CC=CC=C1)S (thiophenol), CO (methanol). Run at time 1 hour. Yields the product C1(=CC=CC=C1)SC(C(=O)O)C=1SC=CC1 (α-phenylthiothiophene-2-acetic acid). Isolated yield 41.0%. Reaction SMILES: [OH-:1].[K+].[S:3]1[CH:7]=[CH:6][CH:5]=[C:4]1[CH:8]=O.C(Cl)(Cl)Cl.[C:14]1([SH:20])[CH:19]=[CH:18][CH:17]=[CH:16][CH:15]=1.[CH3:21][OH:22]>>[C:14]1([S:20][CH:8]([C:4]2[S:3][CH:7]=[CH:6][CH:5]=2)[C:21]([OH:22])=[O:1])[CH:19]=[CH:18][CH:17]=[CH:16][CH:15]=1 |f:0.1|. Reported procedure: 6.80 g (103 mmols) of potassium hydroxide (85% purity) was dissolved in 20 ml of methanol, and the resulting solution was added dropwise to a solution of 2.24 g (20.0 mmols) of thiophenealdehyde, 3.5 g (30.0 mmols) of chloroform and 3.30 g (30 mmols) of thiophenol in 10 ml of methanol over a period of 30 minutes at room temperature. The resulting reaction mixture was stirred at room temperature for 1 hour, and heated while refluxing for 1 hour. Most of the solvent was removed by distillation und... Reactants: ClCCl, O=S(=O)(Cl)c1ccc(Cl)c(Cl)c1, Nc1ccccc1N, c1ccncc1. The product is Nc1ccccc1NS(=O)(=O)c1ccc(Cl)c(Cl)c1. RXN SMILES: [Cl:21][CH2:22][Cl:23].[Cl:9][c:10]1[cH:11][c:12]([S:17](=[O:18])(=[O:19])[Cl:20])[cH:13][cH:14][c:15]1[Cl:16].[c:1]1([NH2:8])[c:2]([NH2:7])[cH:3][cH:4][cH:5][cH:6]1.[cH:24]1[cH:25][cH:26][n:27][cH:28][cH:29]1>>[c:1]1([NH:8][S:17]([c:12]2[cH:11][c:10]([Cl:9])[c:15]([Cl:16])[cH:14][cH:13]2)(=[O:18])=[O:19])[c:2]([NH2:7])[cH:3][cH:4][cH:5][cH:6]1.